From a dataset of the Open Reaction Database (ORD), a public repository of structured organic reaction records. describe an organic reaction: reactants, conditions, products, and yield Starting materials: C(C1=CC=CC=C1)OC=1C=CC=2C3=C(NC2C1)C(=CC(=N3)C3=CC(=CC=C3)C(F)(F)F)C(=O)OC (methyl 7-(benzyloxy)-2-(3-(trifluoromethyl)phenyl)-5H-pyrido[3,2-b]indole-4-carboxylate). Solvent: C(=O)(C(F)(F)F)O (TFA), O (water), C(Cl)Cl (DCM). Product: OC=1C=CC=2C3=C(NC2C1)C(=CC(=N3)C3=CC(=CC=C3)C(F)(F)F)C(=O)OC (methyl 7-hydroxy-2-(3-(trifluoromethyl)phenyl)-5H-pyrido [3,2-b]indole-4-carboxylate). Yield: 110.9%. As a reaction SMILES: C([O:8][C:9]1[CH:10]=[CH:11][C:12]2[C:13]3[N:21]=[C:20]([C:22]4[CH:27]=[CH:26][CH:25]=[C:24]([C:28]([F:31])([F:30])[F:29])[CH:23]=4)[CH:19]=[C:18]([C:32]([O:34][CH3:35])=[O:33])[C:14]=3[NH:15][C:16]=2[CH:17]=1)C1C=CC=CC=1>C(O)(C(F)(F)F)=O.O.C(Cl)Cl>[OH:8][C:9]1[CH:10]=[CH:11][C:12]2[C:13]3[N:21]=[C:20]([C:22]4[CH:27]=[CH:26][CH:25]=[C:24]([C:28]([F:31])([F:30])[F:29])[CH:23]=4)[CH:19]=[C:18]([C:32]([O:34][CH3:35])=[O:33])[C:14]=3[NH:15][C:16]=2[CH:17]=1. Procedure: A solution of methyl 7-(benzyloxy)-2-(3-(trifluoromethyl)phenyl)-5H-pyrido[3,2-b]indole-4-carboxylate (1.0 g, 2.1 mmol) in TFA (8.3 mL) and water (2.3 mL) was heated at 90° C. for 3 hrs. The solvent was removed to leave an orange solid. This was suspended in DCM:hexane=1:1 and then collected by filtration to give crude methyl 7-hydroxy-2-(3-(trifluoromethyl)phenyl)-5H-pyrido [3,2-b]indole-4-carboxylate (0.9 g) as a yellow solid that was used as such. MS (ESI) m/z 387.09 (M+H). 1H NMR (500 MHz, D... Reactants: O=C(CCCCCl)c1ccc(F)cc1, O=C(Nc1cccc(C2CCNCC2)c1)C1CC1. The product is O=C(CCCCN1CCC(c2cccc(NC(=O)C3CC3)c2)CC1)c1ccc(F)cc1. Reaction SMILES: [Cl:1][CH2:2][CH2:3][CH2:4][CH2:5][C:6](=[O:7])[c:8]1[cH:9][cH:10][c:11]([F:14])[cH:12][cH:13]1.[NH:15]1[CH2:16][CH2:17][CH:18]([c:21]2[cH:22][c:23]([NH:27][C:28](=[O:29])[CH:30]3[CH2:31][CH2:32]3)[cH:24][cH:25][cH:26]2)[CH2:19][CH2:20]1>>[CH2:2]([CH2:3][CH2:4][CH2:5][C:6](=[O:7])[c:8]1[cH:9][cH:10][c:11]([F:14])[cH:12][cH:13]1)[N:15]1[CH2:16][CH2:17][CH:18]([c:21]2[cH:22][c:23]([NH:27][C:28](=[O:29])[CH:30]3[CH2:31][CH2:32]3)[cH:24][cH:25][cH:26]2)[CH2:19][CH2:20]1. Starting materials: Cc1ccccc1, CC(C)(C)Cc1cc(C#N)no1, CC(C)C[AlH]CC(C)C, CCOCC, CCCCCC. Yields the product CC(C)(C)Cc1cc(C=O)no1. As a reaction SMILES: [CH3:13][c:14]1[cH:15][cH:16][cH:17][cH:18][cH:19]1.[CH3:1][C:2]([CH2:3][c:4]1[cH:5][c:6]([C:9]#[N:10])[n:7][o:8]1)([CH3:11])[CH3:12].[CH3:20][CH:21]([CH2:22][AlH:23][CH2:24][CH:25]([CH3:26])[CH3:27])[CH3:28].[CH3:29][CH2:30][O:31][CH2:32][CH3:33].[CH3:34][CH2:35][CH2:36][CH2:37][CH2:38][CH3:39]>>[CH3:1][C:2]([CH2:3][c:4]1[cH:5][c:6]([CH:9]=[O:31])[n:7][o:8]1)([CH3:11])[CH3:12]. Reactants: O1COC2=C1C=CC(=C2)N (benzo[d][1,3]dioxol-5-amine), [H-].[Na+] (NaH), CC1=CC=C(C=C1)S(=O)(=O)OCCC(CCOC1=C(C=CC=C1)C=1N=CN(C1)C(C1=CC=CC=C1)(C1=CC=CC=C1)C1=CC=CC=C1)(C)C (3,3-dimethyl-5-(2-(1-trityl-1H-imidazol-4-yl)phenoxy)pentyl 4-methylbenzenesulfonate). Run in CN(C=O)C (N,N-dimethylformamide), CN(C=O)C (N,N-dimethylformamide), CO (methanol), C(C)(=O)O (acetic acid). Run at temperature 80 celsius. Yields the product N1C=NC(=C1)C1=C(OCCC(CCO)(C)C)C=CC=C1 (5-(2-(1H-imidazol-4-yl)phenoxy)-3,3-dimethylpentan-1-ol). Isolated yield 7.0%. As a reaction SMILES: O1C2C=CC(N)=CC=2OC1.[H-].[Na+].CC1C=CC(S([O:23][CH2:24][CH2:25][C:26]([CH3:61])([CH3:60])[CH2:27][CH2:28][O:29][C:30]2[CH:35]=[CH:34][CH:33]=[CH:32][C:31]=2[C:36]2[N:37]=[CH:38][N:39](C(C3C=CC=CC=3)(C3C=CC=CC=3)C3C=CC=CC=3)[CH:40]=2)(=O)=O)=CC=1>CN(C)C=O.CO.C(O)(=O)C>[NH:39]1[CH:40]=[C:36]([C:31]2[CH:32]=[CH:33][CH:34]=[CH:35][C:30]=2[O:29][CH2:28][CH2:27][C:26]([CH3:60])([CH3:61])[CH2:25][CH2:24][OH:23])[N:37]=[CH:38]1 |f:1.2|. Reported procedure: The above product was isolated as a side product in the following reaction: To a solution of benzo[d][1,3]dioxol-5-amine (0.447 mmol) in N,N-dimethylformamide (2 mL) was added NaH (0.447 mmol) at room temperature and after stirring for 15 min 3,3-dimethyl-5-(2-(1-trityl-1H-imidazol-4-yl)phenoxy)pentyl 4-methylbenzenesulfonate (0.223 mmol) was added as a solution in N,N-dimethylformamide (1 mL). The reaction was stirred at 80° C. overnite. After cooling to room temperature, the reaction mixture w... The reactants are C([O-])(O)=O.[Na+] (sodium bicarbonate), C(#N)C=1C(=C(C=2CCCCC2C1)C(=O)OC)OC (methyl 3-cyano-2-methoxy-5,6,7,8-tetrahydro-1-naphthalenecarboxylate), [OH-].[Na+] (NaOH), Cl (HCl). The solvent is CCOCC (Et2O), CO (Methanol), C1CCOC1 (THF), O (H2O). Conditions: time 96 hour. Yields the product C(#N)C=1C(=C(C=2CCCCC2C1)C(=O)O)OC (3-Cyano-2-methoxy-5,6,7,8-tetrahydro-1-naphthalenecarboxylic acid). Yield: 18.8%. RXN SMILES: [C:1]([C:3]1[C:4]([O:17][CH3:18])=[C:5]([C:13]([O:15]C)=[O:14])[C:6]2[CH2:7][CH2:8][CH2:9][CH2:10][C:11]=2[CH:12]=1)#[N:2].[OH-].[Na+].C(=O)(O)[O-].[Na+].Cl>C1COCC1.O.CCOCC.CO>[C:1]([C:3]1[C:4]([O:17][CH3:18])=[C:5]([C:13]([OH:15])=[O:14])[C:6]2[CH2:7][CH2:8][CH2:9][CH2:10][C:11]=2[CH:12]=1)#[N:2] |f:1.2,3.4|. Reported procedure: To a stirred solution of methyl 3-cyano-2-methoxy-5,6,7,8-tetrahydro-1-naphthalenecarboxylate (0.65 g, 2.64 mmol) in THF (12 mL) and H2O (4 mL) was added 1N NaOH (3 mL). Methanol was added dropwise until the cloudy solution became clear. After stirring for 96 h at room temperature, the reaction was treated with sat. aqueous sodium bicarbonate and Et2O. The collected aqueous layer was acidified to pH 2 with 1N HCl, the resulting precipitate extracted with DCM (3×25 mL), dried (Na2SO4), filtered a... Starting materials: CC1=CN=CN1C1=C(C#N)C=C(C=C1)[N+](=O)[O-] (2-(5-methyl-imidazol-1-yl)-5-nitro-benzonitrile), FC1=C(C#N)C=C(C=C1)[N+](=O)[O-] (2-fluoro-5-nitro-benzonitrile), CC=1N=CNC1 (4-methylimidazole), C([O-])([O-])=O.[K+].[K+] (potassium carbonate). The product is solid, CC=1N=CN(C1)C1=C(C#N)C=C(C=C1)[N+](=O)[O-] (2-(4-Methyl-imidazol-1-yl)-5-nitro-benzonitrile). The yield is 69.0%. As a reaction SMILES: F[C:2]1[CH:9]=[CH:8][C:7]([N+:10]([O-:12])=[O:11])=[CH:6][C:3]=1[C:4]#[N:5].[CH3:13][C:14]1[N:15]=[CH:16][NH:17][CH:18]=1.C(=O)([O-])[O-].[K+].[K+].CC1N(C2C=CC([N+]([O-])=O)=CC=2C#N)C=NC=1>>[CH3:13][C:14]1[N:15]=[CH:16][N:17]([C:2]2[CH:9]=[CH:8][C:7]([N+:10]([O-:12])=[O:11])=[CH:6][C:3]=2[C:4]#[N:5])[CH:18]=1 |f:2.3.4|. Reported procedure: In analogy to example 5a, 2-fluoro-5-nitro-benzonitrile was reacted with 4-methylimidazole and potassium carbonate for 1 h at 20° C. Aqueous workup afforded a 3.6:1 mixture of the title compound and its regioisomer [2-(5-methyl-imidazol-1-yl)-5-nitro-benzonitrile] as a light brown solid (yield: 69%). MS: m/e=229.4 [M+H]+.